describe an organic reaction: reactants, conditions, products, and yield From a dataset of the Open Reaction Database (ORD), a public repository of structured organic reaction records. The reactants are Cl (hydrochloric acid), S(=O)(Cl)Cl (Thionyl chloride), CC1=C(SCCS1)C(=O)O (5,6-dihydro-3-methyl-1, 4-dithiin-2-carboxylic acid), NC=1C=CC(=C(C(=O)OC(C)C)C1)Cl (1-Methylethyl 5-amino-2-chlorobenzoate), acid chloride. Solvent: C1(=CC=CC=C1)C (toluene), N1=CC=CC=C1 (pyridine), C(Cl)Cl (methylene chloride). Run at time 24 hour. The product is ClC1=C(C(=O)OC(C)C)C=C(C=C1)NC(=O)C=1SCCSC1C (1-Methylethyl 2-chloro-5-[[(5,6-dihydro-3-methyl-1,4-dithiin-2-yl)carbonyl]amino]benzoate). Yield: 57.0%. Reaction SMILES: S(Cl)(Cl)=O.[CH3:5][C:6]1[S:11][CH2:10][CH2:9][S:8][C:7]=1[C:12]([OH:14])=O.[NH2:15][C:16]1[CH:17]=[CH:18][C:19]([Cl:28])=[C:20]([CH:27]=1)[C:21]([O:23][CH:24]([CH3:26])[CH3:25])=[O:22].Cl>C1(C)C=CC=CC=1.N1C=CC=CC=1.C(Cl)Cl>[Cl:28][C:19]1[CH:18]=[CH:17][C:16]([NH:15][C:12]([C:7]2[S:8][CH2:9][CH2:10][S:11][C:6]=2[CH3:5])=[O:14])=[CH:27][C:20]=1[C:21]([O:23][CH:24]([CH3:26])[CH3:25])=[O:22]. Reported procedure: Thionyl chloride (6.5 g, 0.055 mole) was added slowly to a stirred solution of 5,6-dihydro-3-methyl-1, 4-dithiin-2-carboxylic acid (3 g, 0.017 mole) in toluene (15 ml) at room temperature. The mixture was heated under reflux for 4 hours. The excess toluene and thionyl chloride were removed in a rotary evaporator, yielding the crude acid chloride. 1-Methylethyl 5-amino-2-chlorobenzoate (3 g, 0.014 mole) in pyridine (20 ml) was added slowly to a stirred solution of the crude acid chloride (3 g) in...